Dataset: the Open Reaction Database (ORD), a public repository of structured organic reaction records. Task: describe an organic reaction: reactants, conditions, products, and yield The reactants are ClCCN1N=CC(=C1)C=1C=C2C(=CNC2=C(C1)C(=O)N)C1CCN(CC1)S(=O)(=O)CC (5-[1-(2-chloroethyl)-1H-pyrazol-4-yl]-3-[1-(ethylsulfonyl)-4-piperidinyl]-1H-indole-7-carboxamide), CNCCO (2-(methylamino)ethanol), [I-].[Na+] (sodium iodide). Run in O1CCCC1 (tetrahydrofuran). The product is C(C)S(=O)(=O)N1CCC(CC1)C1=CNC2=C(C=C(C=C12)C=1C=NN(C1)CCN(C)CCO)C(=O)N (3-[1-(ethylsulfonyl)-4-piperidinyl]-5-(1-{2-[(2-hydroxyethyl)(methyl)amino]ethyl}-1H-pyrazol-4-yl)-1H-indole-7-carboxamide). Isolated yield 27.5%. Reaction SMILES: Cl[CH2:2][CH2:3][N:4]1[CH:8]=[C:7]([C:9]2[CH:10]=[C:11]3[C:15](=[C:16]([C:18]([NH2:20])=[O:19])[CH:17]=2)[NH:14][CH:13]=[C:12]3[CH:21]2[CH2:26][CH2:25][N:24]([S:27]([CH2:30][CH3:31])(=[O:29])=[O:28])[CH2:23][CH2:22]2)[CH:6]=[N:5]1.[CH3:32][NH:33][CH2:34][CH2:35][OH:36].[I-].[Na+]>O1CCCC1>[CH2:30]([S:27]([N:24]1[CH2:25][CH2:26][CH:21]([C:12]2[C:11]3[C:15](=[C:16]([C:18]([NH2:20])=[O:19])[CH:17]=[C:9]([C:7]4[CH:6]=[N:5][N:4]([CH2:3][CH2:2][N:33]([CH2:34][CH2:35][OH:36])[CH3:32])[CH:8]=4)[CH:10]=3)[NH:14][CH:13]=2)[CH2:22][CH2:23]1)(=[O:29])=[O:28])[CH3:31] |f:2.3|. Reported procedure: A solution of 5-[1-(2-chloroethyl)-1H-pyrazol-4-yl]-3-[1-(ethylsulfonyl)-4-piperidinyl]-1H-indole-7-carboxamide (30 mg, 0.065 mmol), 2-(methylamino)ethanol (500 μL, 6.5 mmol) and sodium iodide (3 mg, 0.016 mmol) in tetrahydrofuran (1 mL) was reacted in a microwave for 2 h at 130° C. An aqueous work-up was performed on the resulting mixture. This was then purified by Gilson Preparatory HPLC to give 9 mg of the title compound (17%). The reactants are FC1=CC=C(C=C1)NC(=S)NNC(C(=O)N(CC1=CC=NC=C1)C)=O (2-(2-((4-fluorophenyl)carbamothioyl)hydrazinyl)-N-methyl-2-oxo-N-(pyridin-4-ylmethyl)acetamide), C([O-])(O)=O.[Na+] (sodium bicarbonate). Run in CO.O (methanol water). Conditions: temperature 80 celsius, time 26 hour. Yields the product FC1=CC=C(C=C1)N1C(=NN=C1S)C(=O)N(CC1=CC=NC=C1)C (4-(4-Fluorophenyl)-5-mercapto-N-methyl-N-(pyridin-4-ylmethyl)-4H-1,2,4-triazole-3-carboxamide). Isolated yield 15.4%. RXN SMILES: [F:1][C:2]1[CH:7]=[CH:6][C:5]([NH:8][C:9]([NH:11][NH:12][C:13](=O)[C:14]([N:16]([CH3:24])[CH2:17][C:18]2[CH:23]=[CH:22][N:21]=[CH:20][CH:19]=2)=[O:15])=[S:10])=[CH:4][CH:3]=1.C(=O)(O)[O-].[Na+]>CO.O>[F:1][C:2]1[CH:7]=[CH:6][C:5]([N:8]2[C:9]([SH:10])=[N:11][N:12]=[C:13]2[C:14]([N:16]([CH3:24])[CH2:17][C:18]2[CH:23]=[CH:22][N:21]=[CH:20][CH:19]=2)=[O:15])=[CH:4][CH:3]=1 |f:1.2,3.4|. Procedure: A mixture of 2-(2-((4-fluorophenyl)carbamothioyl)hydrazinyl)-N-methyl-2-oxo-N-(pyridin-4-ylmethyl)acetamide (79) (0.75 g, 2.075 mmol) and sodium bicarbonate (0.35 g, 4.17 mmol) in methanol/water (1:1) (20 mL) was stirred at 80° C. for 26 h. After evaporation of solvent, the residue was extracted with dichloromethane/methanol (10:1) (3×60 mL). The combined organic phase was evaporated and the crude product was purified by flash column chromatography on silica gel (0%-20% MeOH in dichloromethane) ... Starting materials: CN(C)C1(C#N)CCC2(CC1)OCCO2, ClCCl, CCOCC, [Cl-], Cl, FC(F)(F)c1cccc(Br)c1, [Mg], [NH4+], C1CCOC1, c1ccccc1. The product is Cl, CN(C)C1(c2cccc(C(F)(F)F)c2)CCC2(CC1)OCCO2. Reaction SMILES: [CH2:13]1[CH2:14][O:15][C:16]2([CH2:17][CH2:18][C:19]([N:22]([CH3:23])[CH3:24])([C:25]#[N:26])[CH2:20][CH2:21]2)[O:27]1.[CH2:36]([Cl:37])[Cl:38].[CH3:31][CH2:32][O:33][CH2:34][CH3:35].[Cl-:28].[ClH:30].[F:1][C:2]([c:3]1[cH:4][c:5]([Br:9])[cH:6][cH:7][cH:8]1)([F:10])[F:11].[Mg:12].[NH4+:29].[O:45]1[CH2:46][CH2:47][CH2:48][CH2:49]1.[cH:39]1[cH:40][cH:41][cH:42][cH:43][cH:44]1>>[ClH:28].[F:1][C:2]([c:3]1[cH:4][c:5]([C:19]2([N:22]([CH3:23])[CH3:24])[CH2:18][CH2:17][C:16]3([O:15][CH2:14][CH2:13][O:27]3)[CH2:21][CH2:20]2)[cH:6][cH:7][cH:8]1)([F:10])[F:11]. Starting materials: FC=1C=C(C=O)C=C(C1O)F (3,5-difluoro-4-hydroxy-benzaldehyde), C(=O)([O-])[O-].[K+].[K+] (K2CO3), BrC(C)C (2-bromopropane). Run in CC#N (MeCN). Reaction conditions: temperature 65 celsius, time 24 hour. Product: FC=1C=C(C=O)C=C(C1OC(C)C)F (3,5-difluoro-4-isopropoxy-benzaldehyde). Reaction SMILES: [F:1][C:2]1[CH:3]=[C:4]([CH:7]=[C:8]([F:11])[C:9]=1[OH:10])[CH:5]=[O:6].C([O-])([O-])=O.[K+].[K+].Br[CH:19]([CH3:21])[CH3:20]>CC#N>[F:1][C:2]1[CH:3]=[C:4]([CH:7]=[C:8]([F:11])[C:9]=1[O:10][CH:19]([CH3:21])[CH3:20])[CH:5]=[O:6] |f:1.2.3|. Procedure: To a suspension of 3,5-difluoro-4-hydroxy-benzaldehyde as a colourless solid (0.81 g) and K2CO3 (2.14 g; 15.4 mmol) in MeCN (15 ml) is added 2-bromopropane (1.45 ml) dropwise. The mixture is stirred at 65° C. for 24 h. After evaporation of the solvent the residue is taken-up in Et2O and water. The organic layer is separated and extracted with brine, dried over MgSO4 and evaporated to give 3,5-difluoro-4-isopropoxy-benzaldehyde (0.14 g).